From a dataset of the Open Reaction Database (ORD), a public repository of structured organic reaction records. describe an organic reaction: reactants, conditions, products, and yield Reactants: CC1(CCC(C2CN(CC12)C(CC1=C(C=CC=C1)OC)=O)=O)C ((3aRS,7aRS)-7,7-dimethyl-2-[(2-methoxyphenyl)acetyl]-4-perhydroisoindolone), [Cl-].[NH4+] (ammonium chloride), COC1=C(C=CC=C1)[Mg]Br (2-methoxyphenylmagnesium bromide), [Cl-].[Ce+3].[Cl-].[Cl-] (cerium chloride). Run in C(C)(=O)OCC (ethyl acetate), O1CCCC1 (tetrahydrofuran), O1CCCC1 (tetrahydrofuran). Reaction conditions: temperature 15 celsius. The product is CC1(CCC(C2CN(CC12)C(CC1=C(C=CC=C1)OC)=O)(O)C1=C(C=CC=C1)OC)C ((3aRS,4RS,7aRS)-7,7-dimethyl-4-(2-methoxyphenyl)-2-[(2-methoxyphenyl)acetyl]-4-perhydroisoindolol). The yield is 10.1%. Reaction SMILES: [CH3:1][O:2][C:3]1[CH:8]=[CH:7][CH:6]=[CH:5][C:4]=1[Mg]Br.[CH3:11][C:12]1([CH3:33])[CH:20]2[CH:16]([CH2:17][N:18]([C:21](=[O:31])[CH2:22][C:23]3[CH:28]=[CH:27][CH:26]=[CH:25][C:24]=3[O:29][CH3:30])[CH2:19]2)[C:15](=[O:32])[CH2:14][CH2:13]1.[Cl-].[Ce+3].[Cl-].[Cl-].[Cl-].[NH4+]>O1CCCC1.C(OCC)(=O)C>[CH3:11][C:12]1([CH3:33])[CH:20]2[CH:16]([CH2:17][N:18]([C:21](=[O:31])[CH2:22][C:23]3[CH:28]=[CH:27][CH:26]=[CH:25][C:24]=3[O:29][CH3:30])[CH2:19]2)[C:15]([C:4]2[CH:5]=[CH:6][CH:7]=[CH:8][C:3]=2[O:2][CH3:1])([OH:32])[CH2:14][CH2:13]1 |f:2.3.4.5,6.7|. Procedure: To a suspension of 2.61 g of 2-methoxyphenylmagnesium bromide in 10 cm3 of tetrahydrofuran, cooled to 15° C., is added, dropwise and with stirring, a solution of 1.3 g of (3aRS,7aRS)-7,7-dimethyl-2-[(2-methoxyphenyl)acetyl]-4-perhydroisoindolone in 30 cm3 of tetrahydrofuran, followed by 2 g of anhydrous cerium chloride. The reaction mixture is stirred at room temperature for 18 hours, treated with 80 cm3 of saturated aqueous ammonium chloride solution, taken up in 100 cm3 of ethyl acetate and wa...